From a dataset of the Open Reaction Database (ORD), a public repository of structured organic reaction records. describe an organic reaction: reactants, conditions, products, and yield Reactants: C(#N)CC1=CNC2=CC=C(C(=C12)Cl)OC (3-Cyanomethyl-4-chloro-5-methoxyindole), N1CCCC1 (pyrrolidine). The reagents and catalysts are [Ni] (Raney nickel). The solvent is CO (methanol). Product: N1(CCCC1)CCC1=CNC2=CC=C(C(=C12)Cl)OC (3-(2-Pyrrolidinylethyl)-4-chloro-5-methoxyindole). As a reaction SMILES: [C:1]([CH2:3][C:4]1[C:12]2[C:7](=[CH:8][CH:9]=[C:10]([O:14][CH3:15])[C:11]=2[Cl:13])[NH:6][CH:5]=1)#[N:2].N1[CH2:20][CH2:19][CH2:18][CH2:17]1>CO.[Ni]>[N:2]1([CH2:1][CH2:3][C:4]2[C:12]3[C:7](=[CH:8][CH:9]=[C:10]([O:14][CH3:15])[C:11]=3[Cl:13])[NH:6][CH:5]=2)[CH2:20][CH2:19][CH2:18][CH2:17]1. Procedure details: 3-Cyanomethyl-4-chloro-5-methoxyindole (2.0 g, 9.1 mmol) was reductively aminated with pyrrolidine (32 ml) in methanol (100 ml) over Raney nickel for 21/2 hours at 30 p.s.i. pressure, at room temperature. After removal of the catalyst, the solvent was removed and the crude mixture purified by chromatography (SiO2 ; CHCl3 /MeOH) to give 3-(2-Pyrrolidinylethyl)-4-chloro-5-methoxyindole (1.26 g) as a solid. Part of this product (250 mg) was dissolved in methanol (10 ml) and treated with a solution ... The reactants are C(C)OC(=O)C1=C(N(C(C=C1C)=O)C1=CC=CC=C1)C (2,4-dimethyl-6-oxo-1-phenyl-1,6-dihydro-pyridine-3-carboxylic acid ethyl ester). The product is CC=1N(C(C=C(C1C(=O)O)C)=O)C1=CC=CC=C1 (2,4-Dimethyl-6-oxo-1-phenyl-1,6-dihydro-pyridine-3-carboxylic acid). Run in CO (methanol), [OH-].[Na+] (NaOH). RXN SMILES: C([O:3][C:4]([C:6]1[C:11]([CH3:12])=[CH:10][C:9](=[O:13])[N:8]([C:14]2[CH:19]=[CH:18][CH:17]=[CH:16][CH:15]=2)[C:7]=1[CH3:20])=[O:5])C>CO.[OH-].[Na+]>[CH3:20][C:7]1[N:8]([C:14]2[CH:19]=[CH:18][CH:17]=[CH:16][CH:15]=2)[C:9](=[O:13])[CH:10]=[C:11]([CH3:12])[C:6]=1[C:4]([OH:5])=[O:3] |f:2.3|. The yield is 53.8%. Conditions: time 5 hour. Procedure: A mixture of 2,4-dimethyl-6-oxo-1-phenyl-1,6-dihydro-pyridine-3-carboxylic acid ethyl ester (108 mg, 0.398 mmol) in methanol (0.8 mL) and 32% aq. NaOH (0.25 mL) was shaken at 60° for 22 hrs (after 5 hours only 70% conversion was observed). The reaction mixture was quenched with water (5 ml), extracted with ether (3×2 ml), and acidified 3M HCl (1 mL, pH=0). The title compound was separated by filtration to give 52.1 mg of colorless solid, yield 54%. LC-MS (m/z) 244.5 (MH+); tR=0.54. 1H NMR (600 M... Reactants: BrC1=C(N)C(=CC(=C1Cl)Br)Cl (2,4-dibromo-3,6-dichloroaniline), N(=O)OC(C)(C)C (tert-Butyl nitrite). Run in CCO (EtOH). Conditions: temperature 50 celsius. The product is BrC1=C(C(=CC(=C1)Cl)Br)Cl (1,3-Dibromo-2,5-dichlorobenzene). Reaction SMILES: [Br:1][C:2]1[C:8]([Cl:9])=[C:7]([Br:10])[CH:6]=[C:5]([Cl:11])[C:3]=1N.N(OC(C)(C)C)=O>CCO>[Br:1][C:2]1[CH:3]=[C:5]([Cl:11])[CH:6]=[C:7]([Br:10])[C:8]=1[Cl:9]. Procedure details: A stirred mixture of 2,4-dibromo-3,6-dichloroaniline (5.0 g), tert-Butyl nitrite (3.3 g) and EtOH (50 mL) was heated in a sealed tube at 50° C. for 2 hrs. The mixture was concentrated and the residue was purified by silica gel flash chromatography (hexanes eluant) to afford the title compound. MS m/z: 303 (M+H)+. The reactants are C(N)(=O)C=1C=C(C=C(C1)C1=CC=C(C=C1)F)COCC1(CCN(CC1)C(=O)OC(C)(C)C)C1=CC=CC=C1 (tert-butyl 4-(((5-carbamoyl-4′-fluorobiphenyl-3-yl)methoxy)methyl)-4-phenylpiperidine-1-carboxylate), FC(C(=O)OC(C(F)(F)F)=O)(F)F (trifluoroacetic anhydride). Solvent: N1=CC=CC=C1 (pyridine). Run at time 4 hour. Product: C(#N)C=1C=C(C=C(C1)C1=CC=C(C=C1)F)COCC1(CCN(CC1)C(=O)OC(C)(C)C)C1=CC=CC=C1 (tert-Butyl 4-(((5-cyano-4′-fluorobiphenyl-3-yl)methoxy)methyl)-4-phenylpiperidine-1-carboxylate). As a reaction SMILES: [C:1]([C:4]1[CH:5]=[C:6]([CH2:17][O:18][CH2:19][C:20]2([C:33]3[CH:38]=[CH:37][CH:36]=[CH:35][CH:34]=3)[CH2:25][CH2:24][N:23]([C:26]([O:28][C:29]([CH3:32])([CH3:31])[CH3:30])=[O:27])[CH2:22][CH2:21]2)[CH:7]=[C:8]([C:10]2[CH:15]=[CH:14][C:13]([F:16])=[CH:12][CH:11]=2)[CH:9]=1)(=O)[NH2:2].FC(F)(F)C(OC(=O)C(F)(F)F)=O>N1C=CC=CC=1>[C:1]([C:4]1[CH:5]=[C:6]([CH2:17][O:18][CH2:19][C:20]2([C:33]3[CH:34]=[CH:35][CH:36]=[CH:37][CH:38]=3)[CH2:25][CH2:24][N:23]([C:26]([O:28][C:29]([CH3:32])([CH3:31])[CH3:30])=[O:27])[CH2:22][CH2:21]2)[CH:7]=[C:8]([C:10]2[CH:15]=[CH:14][C:13]([F:16])=[CH:12][CH:11]=2)[CH:9]=1)#[N:2]. Reported procedure: A stirred solution of tert-butyl 4-(((5-carbamoyl-4′-fluorobiphenyl-3-yl)methoxy)methyl)-4-phenylpiperidine-1-carboxylate (0.38 g, 0.72 mmol) in pyridine (6 mL) at 0° C. was treated with trifluoroacetic anhydride (1.0 mL, 7.2 mmol). The ice bath was removed and the reaction stirred at room temperature for 4 h. The reaction was cooled to 0° C. and quenched by the addition of excess methanol. The solvents were evaporated and the crude mixture dissolved in ethyl acetate and washed with 5% citric ac... The reactants are CC(=O)O, COc1cc([N+](=O)[O-])c2nccc(C)c2c1OCCCCCCCCCc1ccccc1, O. As a reaction SMILES: [C:34]([OH:35])(=[O:36])[CH3:37].[CH3:1][O:2][c:3]1[c:4]([O:17][CH2:18][CH2:19][CH2:20][CH2:21][CH2:22][CH2:23][CH2:24][CH2:25][CH2:26][c:27]2[cH:28][cH:29][cH:30][cH:31][cH:32]2)[c:5]2[c:6]([CH3:16])[cH:7][cH:8][n:9][c:10]2[c:11]([N+:13]([O-:14])=[O:15])[cH:12]1.[OH2:33]>>[CH3:1][O:2][c:3]1[c:4]([O:17][CH2:18][CH2:19][CH2:20][CH2:21][CH2:22][CH2:23][CH2:24][CH2:25][CH2:26][c:27]2[cH:28][cH:29][cH:30][cH:31][cH:32]2)[c:5]2[c:6]([CH3:16])[cH:7][cH:8][n:9][c:10]2[c:11]([NH2:13])[cH:12]1. The product is COc1cc(N)c2nccc(C)c2c1OCCCCCCCCCc1ccccc1. The reactants are BrCC1CC1, CC(C)c1cn(C2C3CC4CC(C3)CC2C4)c(=O)[nH]1, [Cl-], [H-], [Na+], [Na+], CN(C)C=O. Product: CC(C)c1cn(C2C3CC4CC(C3)CC2C4)c(=O)n1CC1CC1. RXN SMILES: [Br:22][CH2:23][CH:24]1[CH2:25][CH2:26]1.[CH:1]12[CH:2]([n:11]3[c:12](=[O:19])[nH:13][c:14]([CH:16]([CH3:17])[CH3:18])[cH:15]3)[CH:3]3[CH2:4][CH:5]([CH2:6][CH:7]([CH2:8]1)[CH2:9]3)[CH2:10]2.[Cl-:27].[H-:20].[Na+:21].[Na+:28].[O:29]=[CH:30][N:31]([CH3:32])[CH3:33]>>[CH:1]12[CH:2]([n:11]3[c:12](=[O:19])[n:13]([CH2:23][CH:24]4[CH2:25][CH2:26]4)[c:14]([CH:16]([CH3:17])[CH3:18])[cH:15]3)[CH:3]3[CH2:4][CH:5]([CH2:6][CH:7]([CH2:8]1)[CH2:9]3)[CH2:10]2.